Dataset: the Open Reaction Database (ORD), a public repository of structured organic reaction records. Task: describe an organic reaction: reactants, conditions, products, and yield Procedure details: To a stirred solution of 3-(4,4-dimethyl-6-trifluoromethyl-1,2,3,4-tetrahydro-quinolin-2-yl)-phenylamine (100 mg, 0.31 mmol) in pyridine (49 mg, 0.62 mmol) and dichloromethane (1.5 mL) at 0° C. was added dropwise a solution of benzenesulfonyl chloride (66 mg, 0.37 mmol) in dichloromethane (0.5 mL). The mixture was stirred at room temperature overnight. The mixture was quenched with water (5 mL) and extracted with dichloromethane (5 mL×2). The combined organic layers were dried over anhydrous sod... Product: CC1(CC(NC2=CC=C(C=C12)C(F)(F)F)C=1C=C(C=CC1)NS(=O)(=O)C1=CC=CC=C1)C (N-[3-(4,4-dimethyl-6-trifluoromethyl-1,2,3,4-tetrahydro-quinolin-2-yl)-phenyl]-benzenesulfonamide). Conditions: time 8 hour. Solvent: ClCCl (dichloromethane), ClCCl (dichloromethane). The yield is 79.2%. Reaction SMILES: [CH3:1][C:2]1([CH3:23])[C:11]2[C:6](=[CH:7][CH:8]=[C:9]([C:12]([F:15])([F:14])[F:13])[CH:10]=2)[NH:5][CH:4]([C:16]2[CH:17]=[C:18]([NH2:22])[CH:19]=[CH:20][CH:21]=2)[CH2:3]1.N1C=CC=CC=1.[C:30]1([S:36](Cl)(=[O:38])=[O:37])[CH:35]=[CH:34][CH:33]=[CH:32][CH:31]=1>ClCCl>[CH3:1][C:2]1([CH3:23])[C:11]2[C:6](=[CH:7][CH:8]=[C:9]([C:12]([F:15])([F:13])[F:14])[CH:10]=2)[NH:5][CH:4]([C:16]2[CH:17]=[C:18]([NH:22][S:36]([C:30]3[CH:35]=[CH:34][CH:33]=[CH:32][CH:31]=3)(=[O:38])=[O:37])[CH:19]=[CH:20][CH:21]=2)[CH2:3]1. Starting materials: CC1(CC(NC2=CC=C(C=C12)C(F)(F)F)C=1C=C(C=CC1)N)C (3-(4,4-dimethyl-6-trifluoromethyl-1,2,3,4-tetrahydro-quinolin-2-yl)-phenylamine), N1=CC=CC=C1 (pyridine), C1(=CC=CC=C1)S(=O)(=O)Cl (benzenesulfonyl chloride). The reactants are ClS(=O)(=O)C=1C(=CC(=C(C(=O)O)C1)F)F (5-(chlorosulfonyl)-2,4-difluorobenzoic acid), C(C)(C)(C)N (tert-butyl amine), CCN(C(C)C)C(C)C (DIEA), ClC1=C(C(=O)O)C(=CC=C1S(=O)(=O)NC)Cl (2,6-dichloro-3-[(methylamino)sulfonyl]benzoic acid). The product is CC(C)(C)NS(=O)(=O)C=1C(=CC(=C(C(=O)O)C1)F)F (5-{[(1,1-dimethylethyl)amino]sulfonyl}-2,4-difluorobenzoic acid). RXN SMILES: Cl[S:2]([C:5]1[C:6]([F:15])=[CH:7][C:8]([F:14])=[C:9]([CH:13]=1)[C:10]([OH:12])=[O:11])(=[O:4])=[O:3].[C:16]([NH2:20])([CH3:19])([CH3:18])[CH3:17].CCN(C(C)C)C(C)C.ClC1C(S(NC)(=O)=O)=CC=C(Cl)C=1C(O)=O>>[CH3:17][C:16]([NH:20][S:2]([C:5]1[C:6]([F:15])=[CH:7][C:8]([F:14])=[C:9]([CH:13]=1)[C:10]([OH:12])=[O:11])(=[O:4])=[O:3])([CH3:19])[CH3:18]. Procedure: Prepared from a mixture of 5-(chlorosulfonyl)-2,4-difluorobenzoic acid (200 mg, 0.78 mmol, 1 equiv), tert-butyl amine (98 mL, 0.94 mmol, 1.2 equiv) and DIEA (280 μL, 1.56 mmol, 2 equiv) following the general procedure for 2,6-dichloro-3-[(methylamino)sulfonyl]benzoic acid 880-1b. The crude reaction mixture was carried on without further purification. Reactants: [Mg] (magnesium), BrC1=C(C=CC=C1)C (2-bromotoluene), II (iodine), C(#N)C1=CC=NC=C1 (4-cyanopyridine), C1CCOC1 (THF). Run in CCOCC (ether). Yields the product C(C1=CC=NC=C1)(=O)C1=C(C=CC=C1)C (2-isonicotinoyltoluene). RXN SMILES: [Mg].Br[C:3]1[CH:8]=[CH:7][CH:6]=[CH:5][C:4]=1[CH3:9].II.[C:12]([C:14]1[CH:19]=[CH:18][N:17]=[CH:16][CH:15]=1)#N.C1C[O:23]CC1>CCOCC>[C:12]([C:3]1[CH:8]=[CH:7][CH:6]=[CH:5][C:4]=1[CH3:9])(=[O:23])[C:14]1[CH:19]=[CH:18][N:17]=[CH:16][CH:15]=1. Procedure: To a warmed mixture of ether (500 mL) and magnesium turnings (14.9 g, 0.614 mol) was added dropwise 2-bromotoluene (105 g, 0.614 mol) and then a crystal of iodine. The reaction mixture was refluxed for 1 hour, then 4-cyanopyridine (30.2 g, 0.29 mol) in THF (130 mL) was added dropwise over 45 minutes. The mixture was refluxed for 1.5 hours, cooled to room temperature and quenched with 6N HCl (200 mL). The organic phase was separated, the aqueous phase was extracted with Et2O, and the combined eth... The reactants are CN1C(N(C(C=2N=C3N(C12)C(CCC3)=O)=O)C)=O (1,3-dimethyl-1,6,7,8-tetrahydropyrido[1,2-e]purine-2,4,9(3H)-trione), N6 -aminohexyl-adenine dinucleotide. Solvent: CS(=O)C (dimethylsulfoxide). Conditions: time 8 hour. Yields the product N1(C)C(=O)N(C)C=2N=CNC2C1=O (theophylline). Yield: 53.0%. Reaction SMILES: [CH3:1][N:2]1[C:10]2[N:9]3C(=O)CCC[C:8]3=[N:7][C:6]=2[C:5](=[O:16])[N:4]([CH3:17])[C:3]1=[O:18]>CS(C)=O>[N:4]1([C:5](=[O:16])[C:6]2[NH:7][CH:8]=[N:9][C:10]=2[N:2]([CH3:1])[C:3]1=[O:18])[CH3:17]. Reported procedure: To a solution of 2.4 μmol flavin N6 -aminohexyl-adenine dinucleotide, prepared as described in part A of Example 1 above, in 200 μl dimethylsulfoxide under argon gas was added 0.9 mg 1,3-dimethyl-1,6,7,8-tetrahydropyrido[1,2-e]purine-2,4,9(3H)-trione (3.62 μmol), prepared according to the method of Cook et al, Res. Comm. in Chem. Pathol. and Pharm. 13:497 (1976), followed after 4 hours by addition of a further 1.8 mg (7.3 μmol) of the same. After stirring overnight, the solvent was evaporated un... The reactants are Cc1c(NCC2C(O[Si](C)(C)C(C)(C)C)CCCN2C(=O)OC(C)(C)C)ccc(C#N)c1Cl, ClCCl, O=C(O)C(F)(F)F. Product: Cc1c(NCC2NCCCC2O[Si](C)(C)C(C)(C)C)ccc(C#N)c1Cl. As a reaction SMILES: [C:1]([O:2][C:3](=[O:4])[N:8]1[CH:9]([CH2:22][NH:23][c:24]2[c:25]([CH3:33])[c:26]([Cl:32])[c:27]([C:30]#[N:31])[cH:28][cH:29]2)[CH:10]([O:14][Si:15]([CH3:16])([CH3:17])[C:18]([CH3:19])([CH3:20])[CH3:21])[CH2:11][CH2:12][CH2:13]1)([CH3:5])([CH3:6])[CH3:7].[Cl:41][CH2:42][Cl:43].[F:34][C:35]([F:36])([F:37])[C:38]([OH:39])=[O:40]>>[NH:8]1[CH:9]([CH2:22][NH:23][c:24]2[c:25]([CH3:33])[c:26]([Cl:32])[c:27]([C:30]#[N:31])[cH:28][cH:29]2)[CH:10]([O:14][Si:15]([CH3:16])([CH3:17])[C:18]([CH3:19])([CH3:20])[CH3:21])[CH2:11][CH2:12][CH2:13]1.